From a dataset of the Open Reaction Database (ORD), a public repository of structured organic reaction records. describe an organic reaction: reactants, conditions, products, and yield Reactants: CC(C)(C)O, CSC, COS(=O)(=O)OC, [K+], [OH-], OO, O=C(CCc1ccc(Cl)cc1)C1(Sc2ccccc2)CC1. The product is Clc1ccc(CCC2(C3(Sc4ccccc4)CC3)CO2)cc1. Reaction SMILES: [C:36]([OH:37])([CH3:38])([CH3:39])[CH3:40].[CH3:1][S:2][CH3:3].[CH3:4][O:5][S:6](=[O:7])(=[O:8])[O:9][CH3:10].[K+:33].[OH-:32].[OH:34][OH:35].[c:11]1([S:17][C:18]2([C:21](=[O:22])[CH2:23][CH2:24][c:25]3[cH:26][cH:27][c:28]([Cl:31])[cH:29][cH:30]3)[CH2:19][CH2:20]2)[cH:12][cH:13][cH:14][cH:15][cH:16]1>>[O:9]1[CH2:10][C:21]1([C:18]1([S:17][c:11]2[cH:12][cH:13][cH:14][cH:15][cH:16]2)[CH2:19][CH2:20]1)[CH2:23][CH2:24][c:25]1[cH:26][cH:27][c:28]([Cl:31])[cH:29][cH:30]1. The reactants are NC=1C(=NC(=NC1NC1=C2C=CN(C2=CC=C1)S(=O)(=O)C1=CC=CC=C1)Cl)C(=O)OC (Methyl 5-amino-2-chloro-6-(1-(phenylsulfonyl)-1H-indol-4-ylamino)pyrimidine-4-carboxylate), OC=1C=C(C=CC1)B(O)O (3-hydroxyphenyboronic acid), C1(CCCCC1)P(C1=C(C=CC=C1)C1=C(C=CC=C1OC)OC)C1CCCCC1 (dicyclohexyl(2′,6′-dimethoxybiphenyl-2-yl)phosphine), P(=O)([O-])([O-])[O-].[K+].[K+].[K+] (potassium phosphate), NC=1C(=NC(=NC1NC1=C2C=CN(C2=CC=C1)S(=O)(=O)C1=CC=CC=C1)C1=CC(=CC=C1)O)C(=O)OC (Methyl 5-amino-2-(3-hydroxyphenyl)-6-(1-(phenylsulfonyl)-1H-indol-4-ylamino)pyrimidine-4-carboxylate). Yield: 28.0%. Run in CCOC(=O)C (EtOAc). Product: OC=1C=C(C=CC1)C1=NC(=C2NC(N(C2=N1)C1=C2C=CNC2=CC=C1)=O)C(=O)N (2-(3-HYDROXYPHENYL)-9-(1H-INDOL-4-YL)-8-OXO-8,9-DIHYDRO-7H-PURINE-6-CARBOXAMIDE). Reagents/catalysts: C(C)(=O)[O-].[Pd+2].C(C)(=O)[O-] (palladium (II) acetate). Reported procedure: Methyl 5-amino-2-(3-hydroxyphenyl)-6-(1-(phenylsulfonyl)-1H-indol-4-ylamino)pyrimidine-4-carboxylate. Methyl 5-amino-2-chloro-6-(1-(phenylsulfonyl)-1H-indol-4-ylamino)pyrimidine-4-carboxylate (0.31 g, 0.68 mmol), 3-hydroxyphenyboronic acid (0.14 g, 1.0 mmol), palladium (II) acetate (30 mg, 0.14 mmol), dicyclohexyl(2′,6′-dimethoxybiphenyl-2-yl)phosphine (60 mg, 0.14 mmol), and potassium phosphate (0.36 g, 2.1 mmol) were reacted together according to General Procedure E. The reaction was diluted w... As a reaction SMILES: [NH2:1][C:2]1[C:3]([C:34](OC)=[O:35])=[N:4][C:5]([C:27]2[CH:32]=[CH:31][CH:30]=[C:29]([OH:33])[CH:28]=2)=[N:6][C:7]=1[NH:8][C:9]1[CH:17]=[CH:16][CH:15]=[C:14]2[C:10]=1[CH:11]=[CH:12][N:13]2S(C1C=CC=CC=1)(=O)=O.[NH2:38]C1C(C(OC)=O)=NC(Cl)=NC=1NC1C=CC=C2C=1C=CN2S(C1C=CC=CC=1)(=O)=O.[OH:69][C:70]1C=C(B(O)O)C=CC=1.C1(P(C2CCCCC2)C2C=CC=CC=2C2C(OC)=CC=CC=2OC)CCCCC1.P([O-])([O-])([O-])=O.[K+].[K+].[K+]>CCOC(C)=O.C([O-])(=O)C.[Pd+2].C([O-])(=O)C>[OH:33][C:29]1[CH:28]=[C:27]([C:5]2[N:6]=[C:7]3[C:2]([NH:1][C:70](=[O:69])[N:8]3[C:9]3[CH:17]=[CH:16][CH:15]=[C:14]4[C:10]=3[CH:11]=[CH:12][NH:13]4)=[C:3]([C:34]([NH2:38])=[O:35])[N:4]=2)[CH:32]=[CH:31][CH:30]=1 |f:4.5.6.7,9.10.11|. The reactants are solid, Cl.Cl.Cl.O1CCC=2C1=C(N=CC2)N2CCN(CC2)CC[C@@H]2CC[C@H](CC2)N (trans-4-{2-[4-(2,3-dihydro-furo[2,3-c]pyridin-7-yl)-piperazin-1-yl]-ethyl}-cyclohexylamine trihydrochloride), Cl.Cl.Cl.O1CCC=2C1=C(N=CC2)N2CCN(CC2)CC[C@@H]2CC[C@H](CC2)N (trans-4-{2-[4-(2,3-dihydro-furo[2,3-c]pyridin-7-yl)-piperazin-1-yl]-ethyl}-cyclohexylamine trihydrochloride), CN(S(=O)(=O)Cl)C (dimethylsulfamoyl chloride). Product: O1CCC=2C1=C(N=CC2)N2CCN(CC2)CC[C@@H]2CC[C@H](CC2)NS(=O)(=O)N(C)C (N′-(trans-4-{2-[4-(2,3-Dihydro-furo[2,3-c]pyridin-7-yl)-piperazin-1-yl]-ethyl}cyclohexyl)-N,N-dimethylsulfamide). As a reaction SMILES: Cl.Cl.Cl.[O:4]1[C:8]2=[C:9]([N:13]3[CH2:18][CH2:17][N:16]([CH2:19][CH2:20][C@H:21]4[CH2:26][CH2:25][C@H:24]([NH2:27])[CH2:23][CH2:22]4)[CH2:15][CH2:14]3)[N:10]=[CH:11][CH:12]=[C:7]2[CH2:6][CH2:5]1.[CH3:28][N:29]([CH3:34])[S:30](Cl)(=[O:32])=[O:31]>>[O:4]1[C:8]2=[C:9]([N:13]3[CH2:18][CH2:17][N:16]([CH2:19][CH2:20][C@H:21]4[CH2:26][CH2:25][C@H:24]([NH:27][S:30]([N:29]([CH3:34])[CH3:28])(=[O:32])=[O:31])[CH2:23][CH2:22]4)[CH2:15][CH2:14]3)[N:10]=[CH:11][CH:12]=[C:7]2[CH2:6][CH2:5]1 |f:0.1.2.3|. Procedure: The title compound, white solid (28 mg, 26%), MS (ISP) m/z=438.3 [(M+H)+], mp 128° C., was prepared in accordance with the general method of example 26 from trans-4-{2-[4-(2,3-dihydro-furo[2,3-c]pyridin-7-yl)-piperazin-1-yl]-ethyl}-cyclohexylamine trihydrochloride (intermediate B) (110 mg, 0.25 mmol) and dimethylsulfamoyl chloride. Starting materials: C(OC)COC (dimethoxyethane), C(C)OC(CCCOC1=C(C(=CC=C1)CCCCCCOC1=CC(=CC(=C1)CO)Br)CCC(=O)OCC)=O (4-[3-[6-(3-bromo-5-hydroxymethyl-phenoxy)-hexyl]-2-(2-ethyoxycarbonyl-ethyl)-phenoxy]-butyric acid ethyl ester), CS(=O)(=O)C1=CC=C(C=C1)B(O)O (4-methanesulfonylphenylboronic acid), C([O-])([O-])=O.[Cs+].[Cs+] (cesium carbonate). The reagents and catalysts are C1=CC=C(C=C1)P([C-]2C=CC=C2)C3=CC=CC=C3.C1=CC=C(C=C1)P([C-]2C=CC=C2)C3=CC=CC=C3.Cl[Pd]Cl.[Fe+2] ([1,1′-bis(diphenylphosphino)ferrocene]dichloropalladium(II)). Run in O (water), C(C)(=O)OCC (ethyl acetate). Reaction conditions: temperature 96 celsius, time 15 hour. The product is C(C)OC(CCCOC1=C(C(=CC=C1)CCCCCCOC=1C=C(C=C(C1)CO)C1=CC=C(C=C1)S(=O)(=O)C)CCC(=O)OCC)=O (4-{2-(2-ethoxycarbonyl-ethyl)-3-[6-(5-hydroxymethyl-4′-methanesulfonyl-biphenyl-3-yloxy)-hexyl]-phenoxy}-butyric acid ethyl ester). Yield: 55.1%. Reaction SMILES: [CH2:1]([O:3][C:4](=[O:38])[CH2:5][CH2:6][CH2:7][O:8][C:9]1[CH:14]=[CH:13][CH:12]=[C:11]([CH2:15][CH2:16][CH2:17][CH2:18][CH2:19][CH2:20][O:21][C:22]2[CH:27]=[C:26]([CH2:28][OH:29])[CH:25]=[C:24](Br)[CH:23]=2)[C:10]=1[CH2:31][CH2:32][C:33]([O:35][CH2:36][CH3:37])=[O:34])[CH3:2].[CH3:39][S:40]([C:43]1[CH:48]=[CH:47][C:46](B(O)O)=[CH:45][CH:44]=1)(=[O:42])=[O:41].C(=O)([O-])[O-].[Cs+].[Cs+].C(COC)OC>O.C(OCC)(=O)C.C1C=CC(P(C2C=CC=CC=2)[C-]2C=CC=C2)=CC=1.C1C=CC(P(C2C=CC=CC=2)[C-]2C=CC=C2)=CC=1.Cl[Pd]Cl.[Fe+2]>[CH2:1]([O:3][C:4](=[O:38])[CH2:5][CH2:6][CH2:7][O:8][C:9]1[CH:14]=[CH:13][CH:12]=[C:11]([CH2:15][CH2:16][CH2:17][CH2:18][CH2:19][CH2:20][O:21][C:22]2[CH:23]=[C:24]([C:46]3[CH:47]=[CH:48][C:43]([S:40]([CH3:39])(=[O:42])=[O:41])=[CH:44][CH:45]=3)[CH:25]=[C:26]([CH2:28][OH:29])[CH:27]=2)[C:10]=1[CH2:31][CH2:32][C:33]([O:35][CH2:36][CH3:37])=[O:34])[CH3:2] |f:2.3.4,8.9.10.11|. Reported procedure: To a mixture of 4-[3-[6-(3-bromo-5-hydroxymethyl-phenoxy)-hexyl]-2-(2-ethyoxycarbonyl-ethyl)-phenoxy]-butyric acid ethyl ester (2.0 g, 3.34 mmol), 4-methanesulfonylphenylboronic acid (1.35 g, 6.74 mmol), [1,1′-bis(diphenylphosphino)ferrocene]dichloropalladium(II) (369.8 mg, 0.51 mmol), and cesium carbonate (2.22 g, 6.74 mmol) was added dimethoxyethane (100 mL) at room temperature under nitrogen atmosphere. The resulting brown reaction mixture was heated to 96° C. and stirred for 15 h at which ti... Starting materials: COC(=O)C1=CC=CC2=C1OC[C@@H](N2C2=NC=C(C=C2)OC)CO ((S)-methyl-3-(hydroxymethyl)-4-(5-methoxypyridin-2-yl)-3,4-dihydro-2H-benzo[b][1,4]oxazine-8-carboxylate), [Na+].[Cl-] (NaCl). The solvent is CO (methanol). Reaction conditions: temperature 60 celsius. The product is Cl (HCl), OC[C@@H]1N(C2=C(OC1)C(=CC=C2)C(=O)O)C2=NC=C(C=C2)OC ((S)-3-(hydroxymethyl)-4-(5-methoxypyridin-2-yl)-3,4-dihydro-2H-benzo[b][1,4]oxazine-8-carboxylic acid). RXN SMILES: C[O:2][C:3]([C:5]1[C:10]2[O:11][CH2:12][C@H:13]([CH2:23][OH:24])[N:14]([C:15]3[CH:20]=[CH:19][C:18]([O:21][CH3:22])=[CH:17][N:16]=3)[C:9]=2[CH:8]=[CH:7][CH:6]=1)=[O:4].[Na+].[Cl-:26]>CO>[ClH:26].[OH:24][CH2:23][C@H:13]1[CH2:12][O:11][C:10]2[C:5]([C:3]([OH:4])=[O:2])=[CH:6][CH:7]=[CH:8][C:9]=2[N:14]1[C:15]1[CH:20]=[CH:19][C:18]([O:21][CH3:22])=[CH:17][N:16]=1 |f:1.2|. Procedure: To a solution of (S)-methyl-3-(hydroxymethyl)-4-(5-methoxypyridin-2-yl)-3,4-dihydro-2H-benzo[b][1,4]oxazine-8-carboxylate 3.6 g (11 mmol) of step 6 in methanol 40 mL was dropwise added 10 mL of 4N NaCl. The reaction mixture was refluxed at 60° C. for 3 hrs with stirring and then cooled to room temperature. Neutralization with 1N HCl 40 mL yielded the title compound as a precipitate. This was filtered, washed with distilled water and concentrated in a vacuum. Product: 2.6 g (yield 75%). Starting materials: C(C)[Si](CC)(CC)Cl (triethylsilyl chloride), O[C@H]1C[C@@H](CC2=CC=C3[C@@H]4CCC([C@@]4(C)CC[C@@H]3[C@@]12C)=O)O ((1α,3β)-1,3-dihydroxyandrosta-5,7-dien-17-one), N1C=NC=C1 (imidazole), C(C)(C)(C(C)C)[Si](C)(C)Cl (thexyldimethylsilyl chloride). The solvent is CCCCCC (hexane), ClCCl (dichloromethane). Run at time 5 hour. Product: C[Si](O[C@@H]1CC2=CC=C3[C@@H]4CCC([C@@]4(C)CC[C@@H]3[C@]2([C@H](C1)O[Si](CC)(CC)CC)C)=O)(C(C(C)C)(C)C)C ((1α,3β)-3-[[dimethyl(1,1,2-trimethylpropyl)silyl]oxy]-1-[(triethylsilyl)oxy]androsta-5,7-dien-17-one). The yield is 87.0%. Reaction SMILES: [OH:1][C@@H:2]1[C@@:19]2([CH3:20])[C:6](=[CH:7][CH:8]=[C:9]3[C@@H:18]2[CH2:17][CH2:16][C@@:14]2([CH3:15])[C@H:10]3[CH2:11][CH2:12][C:13]2=[O:21])[CH2:5][C@@H:4]([OH:22])[CH2:3]1.N1C=CN=C1.[C:28]([Si:34](Cl)([CH3:36])[CH3:35])([CH:31]([CH3:33])[CH3:32])([CH3:30])[CH3:29].[CH2:38]([Si:40](Cl)([CH2:43][CH3:44])[CH2:41][CH3:42])[CH3:39]>CCCCCC.ClCCl>[CH3:35][Si:34]([CH3:36])([C:28]([CH3:30])([CH3:29])[CH:31]([CH3:33])[CH3:32])[O:22][C@H:4]1[CH2:3][C@H:2]([O:1][Si:40]([CH2:43][CH3:44])([CH2:41][CH3:42])[CH2:38][CH3:39])[C@@:19]2([CH3:20])[C:6](=[CH:7][CH:8]=[C:9]3[C@@H:18]2[CH2:17][CH2:16][C@@:14]2([CH3:15])[C@H:10]3[CH2:11][CH2:12][C:13]2=[O:21])[CH2:5]1. Procedure details: A 3-L three-necked flask equipped with a mechanical stirrer, addition funnel, and Ar-inlet tube was charged with 60.1 g (199 mmol) of (1α,3β)-1,3-dihydroxyandrosta-5,7-dien-17-one, 40.7 g (598 mmol) of imidazole, and 400 mL of dichloromethane. After cooling with an ice-water bath for 5 min., 50.7 mL (257 mmol) of thexyldimethylsilyl chloride was added over 12 min. The cold bath was removed, and the mixture was stirred at room temperature for 5 hr. After cooling again with an ice-water bath. 36.8... Starting materials: CCOC(=O)c1cn(Cc2ccccc2)nc1OCc1ccc(OCc2nc(-c3ccccc3)oc2C)c(OC)c1, CCO, Cl, [Na+], C1CCOC1, [OH-], O. Yields the product COc1cc(COc2nn(Cc3ccccc3)cc2C(=O)O)ccc1OCc1nc(-c2ccccc2)oc1C. RXN SMILES: [CH2:1]([c:2]1[cH:3][cH:4][cH:5][cH:6][cH:7]1)[n:8]1[n:9][c:10]([O:18][CH2:19][c:20]2[cH:21][c:22]([O:40][CH3:41])[c:23]([O:26][CH2:27][c:28]3[n:29][c:30](-[c:34]4[cH:35][cH:36][cH:37][cH:38][cH:39]4)[o:31][c:32]3[CH3:33])[cH:24][cH:25]2)[c:11]([C:13](=[O:14])[O:15][CH2:16][CH3:17])[cH:12]1.[CH3:51][CH2:52][OH:53].[ClH:49].[Na+:48].[O:42]1[CH2:43][CH2:44][CH2:45][CH2:46]1.[OH-:47].[OH2:50]>>[CH2:1]([c:2]1[cH:3][cH:4][cH:5][cH:6][cH:7]1)[n:8]1[n:9][c:10]([O:18][CH2:19][c:20]2[cH:21][c:22]([O:40][CH3:41])[c:23]([O:26][CH2:27][c:28]3[n:29][c:30](-[c:34]4[cH:35][cH:36][cH:37][cH:38][cH:39]4)[o:31][c:32]3[CH3:33])[cH:24][cH:25]2)[c:11]([C:13](=[O:14])[OH:15])[cH:12]1. The reactants are OC1=C(C=CC(=C1)O)C(C)=O (2′,4′-Dihydroxyacetophenone), COC1=CC=C(CCl)C=C1 (4-methoxybenzyl chloride), C([O-])([O-])=O.[K+].[K+] (potassium carbonate), [I-].[K+] (potassium iodide). The solvent is O (water), CC(=O)C (acetone). Conditions: time 16 hour. Product: OC1=C(C=CC(=C1)OCC1=CC=C(C=C1)OC)C(C)=O (1-[2-Hydroxy-4-(4-methoxy-benzyloxy)-phenyl]ethanone). As a reaction SMILES: [OH:1][C:2]1[CH:7]=[C:6]([OH:8])[CH:5]=[CH:4][C:3]=1[C:9](=[O:11])[CH3:10].[CH3:12][O:13][C:14]1[CH:21]=[CH:20][C:17]([CH2:18]Cl)=[CH:16][CH:15]=1.C(=O)([O-])[O-].[K+].[K+].[I-].[K+]>O.CC(C)=O>[OH:1][C:2]1[CH:7]=[C:6]([O:8][CH2:18][C:17]2[CH:20]=[CH:21][C:14]([O:13][CH3:12])=[CH:15][CH:16]=2)[CH:5]=[CH:4][C:3]=1[C:9](=[O:11])[CH3:10] |f:2.3.4,5.6|. Procedure details: 2′,4′-Dihydroxyacetophenone (11.71 g, 0.077 mol), 4-methoxybenzyl chloride (10.44 ml, 0.077 mol), anhydrous potassium carbonate (11.75 g, 0.085 mol) and potassium iodide (12.78 g, 0.077 mol) are heated together in refluxing dry acetone (80 ml) for 4 hours. The mixture is then cooled to room temperature, poured into water (250 ml) and extracted with ethyl acetate (3×100 ml). The ethyl acetate extracts are combined, washed with saturated brine (100 ml), dried (MgSO4), filtered and concentrated, un...